Task: describe an organic reaction: reactants, conditions, products, and yield. Dataset: the Open Reaction Database (ORD), a public repository of structured organic reaction records Reactants: COC=1C=C(C=CC1[N+](=O)[O-])CC(=O)O ((3-methoxy-4-nitrophenyl)acetic acid). Procedure: A solution of (3-methoxy-4-nitrophenyl)acetic acid (2.08 g, 9.86 mmol) in 100 mL of EtOAc was added 600 mg of Pd/C under Ar, and the mixture was stirred at ambient temperature under H2 atmosphere overnight. The reaction mixture was filtered and the filtrate was concentrated to give (4-amino-3-methoxyphenyl)acetic acid. Run at time 8 hour. Reaction SMILES: [CH3:1][O:2][C:3]1[CH:4]=[C:5]([CH2:12][C:13]([OH:15])=[O:14])[CH:6]=[CH:7][C:8]=1[N+:9]([O-])=O>CCOC(C)=O.[Pd]>[NH2:9][C:8]1[CH:7]=[CH:6][C:5]([CH2:12][C:13]([OH:15])=[O:14])=[CH:4][C:3]=1[O:2][CH3:1]. Reagents/catalysts: [Pd] (Pd/C). Solvent: CCOC(=O)C (EtOAc). Product: NC1=C(C=C(C=C1)CC(=O)O)OC ((4-amino-3-methoxyphenyl)acetic acid).